The task is: describe an organic reaction: reactants, conditions, products, and yield. This data is from the Open Reaction Database (ORD), a public repository of structured organic reaction records. RXN SMILES: [C:35](=[O:36])([O-:37])[O-:38].[C:41]([C:42](=[O:43])[O-:44])(=[O:45])[O-:46].[CH3:1][O:2][c:3]1[cH:4][cH:5][c:6]([CH:9]2[S:10][c:11]3[c:12]([cH:21][cH:22][c:23]([Cl:25])[cH:24]3)[NH:13][C:14](=[O:20])[CH:15]2[O:16][C:17]([CH3:18])=[O:19])[cH:7][cH:8]1.[CH3:27][N:28]([CH2:29][CH2:30][CH3:31])[CH2:32][CH2:33][Cl:34].[CH3:47][C:48](=[O:49])[CH3:50].[ClH:26].[K+:39].[K+:40]>>[C:41]([C:42](=[O:43])[OH:44])(=[O:45])[OH:46].[CH3:1][O:2][c:3]1[cH:4][cH:5][c:6]([CH:9]2[S:10][c:11]3[c:12]([cH:21][cH:22][c:23]([Cl:25])[cH:24]3)[N:13]([CH2:33][CH2:32][N:28]([CH3:27])[CH2:29][CH2:30][CH3:31])[C:14](=[O:20])[CH:15]2[O:16][C:17]([CH3:18])=[O:19])[cH:7][cH:8]1. Starting materials: O=C([O-])[O-], O=C([O-])C(=O)[O-], COc1ccc(C2Sc3cc(Cl)ccc3NC(=O)C2OC(C)=O)cc1, CCCN(C)CCCl, CC(C)=O, Cl, [K+], [K+]. Product: O=C(O)C(=O)O, CCCN(C)CCN1C(=O)C(OC(C)=O)C(c2ccc(OC)cc2)Sc2cc(Cl)ccc21.